Dataset: the Open Reaction Database (ORD), a public repository of structured organic reaction records. Task: describe an organic reaction: reactants, conditions, products, and yield Starting materials: Cc1ccc(C(=O)NCC(N)=O)cc1-n1cnc(OCc2ccc(F)cc2F)c(Cl)c1=O, NCC(N)=O. Yields the product Cc1ccc(C(=O)NC(CO)C(N)=O)cc1-n1cnc(OCc2ccc(F)cc2F)c(Cl)c1=O. Reaction SMILES: [Cl:1][c:2]1[c:3]([O:23][CH2:24][c:25]2[c:26]([F:32])[cH:27][c:28]([F:31])[cH:29][cH:30]2)[n:4][cH:5][n:6](-[c:9]2[cH:10][c:11]([C:12](=[O:13])[NH:14][CH2:15][C:16](=[O:17])[NH2:18])[cH:19][cH:20][c:21]2[CH3:22])[c:7]1=[O:8].[NH2:33][CH2:34][C:35](=[O:36])[NH2:37]>>[Cl:1][c:2]1[c:3]([O:23][CH2:24][c:25]2[c:26]([F:32])[cH:27][c:28]([F:31])[cH:29][cH:30]2)[n:4][cH:5][n:6](-[c:9]2[cH:10][c:11]([C:12](=[O:13])[NH:14][CH:15]([C:16](=[O:17])[NH2:18])[CH2:35][OH:36])[cH:19][cH:20][c:21]2[CH3:22])[c:7]1=[O:8].